From a dataset of the Open Reaction Database (ORD), a public repository of structured organic reaction records. describe an organic reaction: reactants, conditions, products, and yield Reactants: [OH-].[NH4+] (ammonium hydroxide), C1(=CC=CC=C1)S(=O)(=O)Cl (benzene sulfonyl chloride), [OH-].[NH4+] (ammonium hydroxide), C1(=CC=CC=C1)S(=O)(=O)Cl (benzene sulfonyl chloride), C([O-])(O)=O.[Na+] (sodium bicarbonate), C(C)(=O)OCC=1N(C2=C(C=NC=3C=C(C=CC23)Br)N1)CC1CCOCC1 ([7-bromo-1-(tetrahydro-2H-pyran-4-ylmethyl)-1H-imidazo[4,5-c]quinolin-2-yl]methyl acetate), C([O-])(O)=O.[Na+] (sodium bicarbonate). The solvent is C(Cl)(Cl)Cl (chloroform), O (water). Reaction conditions: time 18 hour. The product is NC1=NC=2C=C(C=CC2C2=C1N=C(N2CC2CCOCC2)CO)Br ([4-amino-7-bromo-1-(tetrahydro-2H-pyran-4-ylmethyl)-1H-imidazo[4,5-c]quinolin-2-yl]methanol). Isolated yield 52.1%. As a reaction SMILES: C([O:4][CH2:5][C:6]1[N:7]([CH2:20][CH:21]2[CH2:26][CH2:25][O:24][CH2:23][CH2:22]2)[C:8]2[C:17]3[CH:16]=[CH:15][C:14]([Br:18])=[CH:13][C:12]=3[N:11]=[CH:10][C:9]=2[N:19]=1)(=O)C.C(=O)(O)[O-].[Na+].[OH-].[NH4+:33].C1(S(Cl)(=O)=O)C=CC=CC=1>O.C(Cl)(Cl)Cl>[NH2:33][C:10]1[C:9]2[N:19]=[C:6]([CH2:5][OH:4])[N:7]([CH2:20][CH:21]3[CH2:26][CH2:25][O:24][CH2:23][CH2:22]3)[C:8]=2[C:17]2[CH:16]=[CH:15][C:14]([Br:18])=[CH:13][C:12]=2[N:11]=1 |f:1.2,3.4|. Procedure: 3-Chloroperoxybenozic acid (2.4 g, 50% pure, 7.0 mmol) was added to a mixture of [7-bromo-1-(tetrahydro-2H-pyran-4-ylmethyl)-1H-imidazo[4,5-c]quinolin-2-yl]methyl acetate (2.3 g, 5.4 mmol) and chloroform (27 mL) at ambient temperature. The reaction was stirred at this temperature for 18 hours. Saturated aqueous sodium bicarbonate (50 mL) and water (50 mL) were then added to the reaction and the layers were separated. The aqueous layer was extracted with additional dichloromethane. The organic la... Starting materials: C(CCC)[Sn](CCCC)(CCCC)Cl (tributyl tin chloride), C(CCC)[Li] (n-butyllithium), C(CCC#C)OC1OCCCC1 (2-(pent-4-ynyloxy)tetrahydropyran), C(CCC#C)OC1OCCCC1 (2-(pent-4-ynyloxy)tetrahydropyran), [OH-].[Na+] (sodium hydroxide). Solvent: C1CCOC1 (THF), C1CCOC1 (THF). Conditions: temperature 15 celsius. Product: C(CCC)[Sn](C#CCCCOC1OCCCC1)(CCCC)CCCC (tributyl-[5-(tetrahydropyran-2-yloxy)-pent-1-ynyl]-stannane). Yield: 26.0%. RXN SMILES: C([Li])CCC.[CH2:6]([O:11][CH:12]1[CH2:17][CH2:16][CH2:15][CH2:14][O:13]1)[CH2:7][CH2:8][C:9]#[CH:10].[CH2:18]([Sn:22](Cl)([CH2:27][CH2:28][CH2:29][CH3:30])[CH2:23][CH2:24][CH2:25][CH3:26])[CH2:19][CH2:20][CH3:21].[OH-].[Na+]>C1COCC1>[CH2:27]([Sn:22]([CH2:18][CH2:19][CH2:20][CH3:21])([CH2:23][CH2:24][CH2:25][CH3:26])[C:10]#[C:9][CH2:8][CH2:7][CH2:6][O:11][CH:12]1[CH2:17][CH2:16][CH2:15][CH2:14][O:13]1)[CH2:28][CH2:29][CH3:30] |f:3.4|. Reported procedure: A solution of n-butyllithium (2.5M in hexanes, 22 mL) was added dropwise to a solution of 2-(pent-4-ynyloxy)tetrahydropyran (Intermediate 25, 7.70 g) in THF (60 mL), at −60° C. The mixture was stirred and allowed to warm to 15° C. over 1 hour. It was then re-cooled to −60° C. and a solution of tributyl tin chloride (16.4 g) in THF (50 mL) was added dropwise over 30 minutes. The mixture was stirred and allowed to warm to 20° C. over 1 hour. 1M aqueous sodium hydroxide (4 mL) was cautiously added ... RXN SMILES: [CH:1]1([c:7]2[c:8]3[cH:9][cH:10][c:11]([C:38](=[O:39])[O:40][C:41]([CH3:42])([CH3:43])[CH3:44])[cH:12][c:13]3[n:14]3[c:15]2-[c:16]2[c:17]([cH:32][c:33]([O:36][CH3:37])[cH:34][cH:35]2)[CH:18]=[C:19]([C:21](=[O:22])[N:23]2[CH:24]4[CH2:25][N:26]([CH3:31])[CH2:27][CH:28]2[CH2:29][CH2:30]4)[CH2:20]3)[CH2:2][CH2:3][CH2:4][CH2:5][CH2:6]1.[F:45][C:46]([C:47](=[O:48])[OH:49])([F:50])[F:51]>>[CH:1]1([c:7]2[c:8]3[cH:9][cH:10][c:11]([C:38](=[O:39])[OH:40])[cH:12][c:13]3[n:14]3[c:15]2-[c:16]2[c:17]([cH:32][c:33]([O:36][CH3:37])[cH:34][cH:35]2)[CH:18]=[C:19]([C:21](=[O:22])[N:23]2[CH:24]4[CH2:25][N:26]([CH3:31])[CH2:27][CH:28]2[CH2:29][CH2:30]4)[CH2:20]3)[CH2:2][CH2:3][CH2:4][CH2:5][CH2:6]1.[F:45][C:46]([C:47](=[O:48])[OH:49])([F:50])[F:51]. Product: COc1ccc2c(c1)C=C(C(=O)N1C3CCC1CN(C)C3)Cn1c-2c(C2CCCCC2)c2ccc(C(=O)O)cc21, O=C(O)C(F)(F)F. Reactants: COc1ccc2c(c1)C=C(C(=O)N1C3CCC1CN(C)C3)Cn1c-2c(C2CCCCC2)c2ccc(C(=O)OC(C)(C)C)cc21, O=C(O)C(F)(F)F. Reaction SMILES: [CH:1]1[CH:2]=C[C:4]2[N:9](O)N=[N:7][C:5]=2[CH:6]=1.[C:11]1([CH2:17][O:18][C:19]2[CH:27]=[CH:26][C:25]([C:28]([N:30]3[CH2:34][CH2:33][CH2:32][CH2:31]3)=[O:29])=[CH:24][C:20]=2[C:21]([OH:23])=O)[CH:16]=[CH:15][CH:14]=[CH:13][CH:12]=1.N1C=CC=C(N)C=1.C(Cl)CCl>CN(C)C=O.O>[C:11]1([CH2:17][O:18][C:19]2[CH:27]=[CH:26][C:25]([C:28]([N:30]3[CH2:31][CH2:32][CH2:33][CH2:34]3)=[O:29])=[CH:24][C:20]=2[C:21]([NH:7][C:5]2[CH:4]=[N:9][CH:2]=[CH:1][CH:6]=2)=[O:23])[CH:12]=[CH:13][CH:14]=[CH:15][CH:16]=1. Yields the product C1(=CC=CC=C1)COC1=C(C(=O)NC=2C=NC=CC2)C=C(C=C1)C(=O)N1CCCC1 (2-[(Phenylmethyl)oxy]-N-3-pyridinyl-5-(1-pyrrolidinylcarbonyl)benzamide). Reactants: C=1C=CC2=C(C1)N=NN2O (HOBT), C1(=CC=CC=C1)COC1=C(C(=O)O)C=C(C=C1)C(=O)N1CCCC1 (2-[(phenylmethyl)oxy]-5-(1-pyrrolidinylcarbonyl)benzoic acid), N1=CC(=CC=C1)N (3-pyridinamine), C(CCl)Cl (EDC). Run in CN(C=O)C (N,N-dimethylformamide), O (water). Procedure: Neat HOBT (94 mg, 0.62 mmol) was added in one charge to a stirred solution of 2-[(phenylmethyl)oxy]-5-(1-pyrrolidinylcarbonyl)benzoic acid (may be prepared as described in Description 55; 200 mg, 0.62 mmol), 3-pyridinamine (57.9 mg, 0.62 mmol) and EDC (118 mg, 0.62 mmol) in N,N-dimethylformamide (5 ml) under nitrogen at room temperature. The reaction mixture was stirred at room temperature for 4 h. The mixture was diluted with water (50 ml). The precipitate was collected by filtration, washed wi... Reaction conditions: time 4 hour. The reactants are C1(CCCCC1)NC=1N=C(C=2N=CN([C@H]3[C@H](O)[C@H](O)[C@@H](CO)O3)C2N1)O (2-cyclohexylaminoinosine), C(C)(=O)OC(C)=O (acetic anhydride). The product is C1(CCCCC1)NC=1N=C(C=2N=CN([C@H]3[C@H](OC(C)=O)[C@H](OC(C)=O)[C@@H](COC(C)=O)O3)C2N1)O (2-cyclohexylamino-2',3',5'-tri-O-acetylinosine). RXN SMILES: [CH:1]1([NH:7][C:8]2[N:9]=[C:10]([OH:26])[C:11]3[N:12]=[CH:13][N:14]([C:24]=3[N:25]=2)[C@@H:15]2[O:23][C@H:20]([CH2:21][OH:22])[C@@H:18]([OH:19])[C@H:16]2[OH:17])[CH2:6][CH2:5][CH2:4][CH2:3][CH2:2]1.C(O[C:31](=[O:33])[CH3:32])(=O)C>>[CH:1]1([NH:7][C:8]2[N:9]=[C:10]([OH:26])[C:11]3[N:12]=[CH:13][N:14]([C:24]=3[N:25]=2)[C@@H:15]2[O:23][C@H:20]([CH2:21][O:22][C:31](=[O:33])[CH3:32])[C@@H:18]([O:19][C:18](=[O:19])[CH3:20])[C@H:16]2[O:17][C:16](=[O:17])[CH3:15])[CH2:2][CH2:3][CH2:4][CH2:5][CH2:6]1. Reported procedure: By a procedure similar to that of Example 4(a), 1 part by weight of 2-cyclohexylaminoinosine is reacted with 5 parts by volume of acetic anhydride to obtain 1.1 parts by weight of 2-cyclohexylamino-2',3',5'-tri-O-acetylinosine as a colorless resinous product.